This data is from the Open Reaction Database (ORD), a public repository of structured organic reaction records. The task is: describe an organic reaction: reactants, conditions, products, and yield Starting materials: [Li+].CC(C)[N-]C(C)C (LDA), C1(=CC=C(C=C1)C[C@@H]1CCC(N1CC1=CC=C(C=C1)OC)=O)C1=CC=CC=C1 ((S)-5-biphenyl-4-ylmethyl-1-(4-methoxy-benzyl)-pyrrolidin-2-one), O.[OH-].[Li+] (Lithium hydroxide monohydrate), P(O)(O)(O)=O (phosphoric acid), C=O (Formaldehyde), C(=O)([O-])[O-].[K+].[K+] (K2CO3), C(C1=CC=CC=C1)(=O)Cl (benzoyl chloride). Reagents/catalysts: [Br-].C(CCC)[N+](CCCC)(CCCC)CCCC (tetrabutylammonium bromide). Solvent: O1CCCC1 (tetrahydrofuran), [Cl-].[NH4+] (ammonium chloride), [Cl-].[Na+].O (brine), [Cl-].[Na+].O (brine), C1(=CC=CC=C1)C (toluene). Run at temperature 50 celsius, time 15 minute. Product: C1(=CC=C(C=C1)C[C@H](CC(C(=O)O)=C)NC(=O)OC(C)(C)C)C1=CC=CC=C1 ((R)-5-biphenyl-4-yl-4-tert-butoxycarbonylamino-2-methylenepentanoic acid). Reaction SMILES: [Li+].[CH3:2]C([N-]C(C)C)C.[C:9]1([C:31]2[CH:36]=[CH:35][CH:34]=[CH:33][CH:32]=2)[CH:14]=[CH:13][C:12]([CH2:15][C@H:16]2[N:20](CC3C=CC(OC)=CC=3)[C:19](=[O:30])[CH2:18][CH2:17]2)=[CH:11][CH:10]=1.[C:37](Cl)(=O)[C:38]1[CH:43]=CC=C[CH:39]=1.[CH2:46]=[O:47].C([O-])([O-])=O.[K+].[K+].[OH2:54].[OH-:55].[Li+].P(=O)(O)(O)O>O1CCCC1.[Cl-].[NH4+].[Cl-].[Na+].O.[Br-].C([N+](CCCC)(CCCC)CCCC)CCC.C1(C)C=CC=CC=1>[C:9]1([C:31]2[CH:32]=[CH:33][CH:34]=[CH:35][CH:36]=2)[CH:10]=[CH:11][C:12]([CH2:15][C@@H:16]([NH:20][C:19]([O:30][C:38]([CH3:43])([CH3:39])[CH3:37])=[O:55])[CH2:17][C:18](=[CH2:2])[C:46]([OH:54])=[O:47])=[CH:13][CH:14]=1 |f:0.1,5.6.7,8.9.10,13.14,15.16.17,18.19|. Procedure: Under N2, LDA (25 mL, 1.0 M in tetrahydrofuran, 25 mmol) is added to the mixture of (S)-2-Biphenyl-4-ylmethyl-5-oxo-pyrrolidine-1-carboxylic acid tert-butyl ester (3a, R1=t-butoxycarbonyl) (3.51 g, 10 mmol) in 20 mL dry tetrahydrofuran is added to the reaction mixture at −10° C., the resulting mixture is then stirred for 30 min at −10° C. benzoyl chloride (1.55 g, 11 mmol) is added to the reaction mixture at −10° C., after about 1 hour at −10° C., the reaction mixture is diluted with 15 mL satur... As a reaction SMILES: [ClH:17].[F:1][C:2]([c:3]1[c:4]([C:8](=[O:9])[O:10][CH2:11][CH3:12])[n:5][n:6][nH:7]1)([F:13])[F:14].[Na+:16].[OH-:15]>>[F:1][C:2]([c:3]1[c:4]([C:8](=[O:9])[OH:10])[n:5][n:6][nH:7]1)([F:13])[F:14]. Product: O=C(O)c1nn[nH]c1C(F)(F)F. Reactants: Cl, CCOC(=O)c1nn[nH]c1C(F)(F)F, [Na+], [OH-]. Reported procedure: To a solution of compound (Benzo[1,3]dioxol-5-ylamino)-acetic acid ethyl ester in methanol was added lithium hydroxide (1.2 eq.) and stirred for overnight. Reaction mixture was then concentrated and neutralized to afford (Benzo[1,3]dioxol-5-ylamino)-acetic acid. As a reaction SMILES: C([O:3][C:4](=[O:16])[CH2:5][NH:6][C:7]1[CH:15]=[CH:14][C:10]2[O:11][CH2:12][O:13][C:9]=2[CH:8]=1)C.[OH-].[Li+]>CO>[O:11]1[C:10]2[CH:14]=[CH:15][C:7]([NH:6][CH2:5][C:4]([OH:16])=[O:3])=[CH:8][C:9]=2[O:13][CH2:12]1 |f:1.2|. The product is O1COC2=C1C=CC(=C2)NCC(=O)O ((Benzo[1,3]dioxol-5-ylamino)-acetic acid). Starting materials: C(C)OC(CNC1=CC2=C(OCO2)C=C1)=O ((Benzo[1,3]dioxol-5-ylamino)-acetic acid ethyl ester), [OH-].[Li+] (lithium hydroxide). Reaction conditions: time 8 hour. The solvent is CO (methanol). Starting materials: COc1ccccc1C1(O)CCN(C(=O)OC(C)(C)C)CC1, ClCCl, O=C(O)C(F)(F)F. Product: COc1ccccc1C1=CCN(C(=O)OC(C)(C)C)CC1. RXN SMILES: [C:1]([CH3:2])([CH3:3])([CH3:4])[O:5][C:6](=[O:7])[N:8]1[CH2:9][CH2:10][C:11]([c:14]2[c:15]([O:20][CH3:21])[cH:16][cH:17][cH:18][cH:19]2)([OH:22])[CH2:12][CH2:13]1.[CH2:30]([Cl:31])[Cl:32].[OH:23][C:24]([C:25]([F:26])([F:27])[F:28])=[O:29]>>[C:1]([CH3:2])([CH3:3])([CH3:4])[O:5][C:6](=[O:7])[N:8]1[CH2:9][CH:10]=[C:11]([c:14]2[c:15]([O:20][CH3:21])[cH:16][cH:17][cH:18][cH:19]2)[CH2:12][CH2:13]1. Starting materials: M-(N-naphthyl carbamoyl), C(C1=CC=CC=C1)OC(=O)N1[C@@H](CN(CC1)C(NC1=CC=CC2=CC=CC=C12)=O)[C@H](C)NC1=NC=CC(=N1)N1C=NC2=C1C=CC(=C2)C2=NC(=NC=C2)N ((S,S)-2-[1-(1-(benzyloxycarbonyl)-4-(N-naphth-1-yl-carbamoyl)-piperazine-2-yl)-ethylamino]-4-[5-(2-amino-pyrimidin-4-yl)benzimidazol-1-yl]pyrimidine), C=O (formaldehyde), [BH3-]C#N.[Na+] (NaBH3CN). The product is CN1C(CN(CC1)C(NC1=CC=CC2=CC=CC=C12)=O)C(C)NC1=NC=CC(=N1)N1C=NC2=C1C=CC(=C2)C2=NC(=NC=C2)N (2-[1-(1-Methyl-4-(N-naphth-1-yl-carbamoyl)-piperazine-2-yl)-ethylamino]-4-[5-(2-amino-pyrimidin-4-yl)benzimidazol-1-yl]pyrimidine). As a reaction SMILES: C(O[C:9]([N:11]1[CH2:16][CH2:15][N:14]([C:17](=[O:29])[NH:18][C:19]2[C:28]3[C:23](=[CH:24][CH:25]=[CH:26][CH:27]=3)[CH:22]=[CH:21][CH:20]=2)[CH2:13][C@H:12]1[C@@H:30]([NH:32][C:33]1[N:38]=[C:37]([N:39]2[C:43]3[CH:44]=[CH:45][C:46]([C:48]4[CH:53]=[CH:52][N:51]=[C:50]([NH2:54])[N:49]=4)=[CH:47][C:42]=3[N:41]=[CH:40]2)[CH:36]=[CH:35][N:34]=1)[CH3:31])=O)C1C=CC=CC=1.C=O.[BH3-]C#N.[Na+]>>[CH3:9][N:11]1[CH2:16][CH2:15][N:14]([C:17](=[O:29])[NH:18][C:19]2[C:28]3[C:23](=[CH:24][CH:25]=[CH:26][CH:27]=3)[CH:22]=[CH:21][CH:20]=2)[CH2:13][CH:12]1[CH:30]([NH:32][C:33]1[N:38]=[C:37]([N:39]2[C:43]3[CH:44]=[CH:45][C:46]([C:48]4[CH:53]=[CH:52][N:51]=[C:50]([NH2:54])[N:49]=4)=[CH:47][C:42]=3[N:41]=[CH:40]2)[CH:36]=[CH:35][N:34]=1)[CH3:31] |f:2.3|. Procedure details: The title compound was prepared from (S,S)-2-[1-(1-(benzyloxycarbonyl)-4-(N-naphth-1-yl-carbamoyl)-piperazine-2-yl)-ethylamino]-4-[5-(2-amino-pyrimidin-4-yl)benzimidazol-1-yl]pyrimidine (5.5 mg), 37% aqueous formaldehyde (0.7 μL), and NaBH3CN (1 mg) according to the procedure described in EXAMPLE 14, Step G. 1H NMR (500 MHz, CDCl3): δ8.64 (s, 1H); 8.47 (d, J=1.5 Hz, 1H); 8.34-8.41 (m, 2H); 8.20 (d, J=8.5 Hz, 1H); 8.09 (dd, J=1.6, 8.5 Hz, 1H); 7.76-7.83 (m, 2H); 7.61 (t, J=7.1 Hz, 2H); 7.37-7.55 ... Reactants: C(C1=CC=CC=C1)OC(C(CC(=O)N)C1C(NCCCCCCN2C=3C=CC=CC3C(C1)=C2)=O)=O (9-oxo-1,8-diaza-tricyclo[10.6.1.013,18 ]nonadeca-12(19),13(18),14,16-tetraen-10-yl-succinamic acid benzyl ester). The reagents and catalysts are [Pd] (Pd/C). Run in C1CCOC1.CCO (THF EtOH). The product is O=C1NCCCCCCN2C=3C=CC=CC3C(CC1C(C(=O)O)CC(=O)N)=C2 (9-oxo-1,8-diaza-tricyclo[10.6.1.013,18 ]nonadeca-12(19),13(18),14,16-tetraen-10-yl-succinamic acid). Reaction SMILES: C([O:8][C:9](=[O:35])[CH:10]([CH:15]1[CH2:32][C:31]2=[CH:33][N:24]([C:25]3[CH:26]=[CH:27][CH:28]=[CH:29][C:30]=32)[CH2:23][CH2:22][CH2:21][CH2:20][CH2:19][CH2:18][NH:17][C:16]1=[O:34])[CH2:11][C:12]([NH2:14])=[O:13])C1C=CC=CC=1>C1COCC1.CCO.[Pd]>[O:34]=[C:16]1[CH:15]([CH:10]([CH2:11][C:12]([NH2:14])=[O:13])[C:9]([OH:35])=[O:8])[CH2:32][C:31]2=[CH:33][N:24]([C:25]3[CH:26]=[CH:27][CH:28]=[CH:29][C:30]=32)[CH2:23][CH2:22][CH2:21][CH2:20][CH2:19][CH2:18][NH:17]1 |f:1.2|. Procedure: A solution of (3RS,10S)-3-(4-biphenyl-4-yl-imidazol-1-yl)-N-(9-oxo-1,8-diaza-tricyclo[10.6.1.013,18 ]nonadeca-12(19),13(18),14,16-tetraen-10-yl-succinamic acid benzyl ester (190 mg) in THF/EtOH (5/1, 20 mL) was hydrogenated with 10% Pd/C (170 mg) for 8 hours until TLC indicated that the starting compound was consumed. The solution was filtered through a pad of Celite. The filtrate was evaporated and recrystallized (THF/EtOAc) to give 147 mg of (3RS,10S)-3-(4-biphenyl-4-yl-imidazol-1-yl)-N-(9-oxo... Starting materials: NC1=CC=C2C(C(N(C2=C1F)C)=O)(C)C (6-amino-7-fluoro-1,3,3-trimethylindolin-2-one), CC=1C=C(C(=O)O)C=CN1 (2-methylisonicotinic acid). The product is FC=1C(=CC=C2C(C(N(C12)C)=O)(C)C)NC(C1=CC(=NC=C1)C)=O (N-(7-fluoro-1,3,3-trimethyl-2-oxoindolin-6-yl)-2-methylisonicotinamide). RXN SMILES: [NH2:1][C:2]1[C:10]([F:11])=[C:9]2[C:5]([C:6]([CH3:15])([CH3:14])[C:7](=[O:13])[N:8]2[CH3:12])=[CH:4][CH:3]=1.[CH3:16][C:17]1[CH:18]=[C:19]([CH:23]=[CH:24][N:25]=1)[C:20](O)=[O:21]>>[F:11][C:10]1[C:2]([NH:1][C:20](=[O:21])[C:19]2[CH:23]=[CH:24][N:25]=[C:17]([CH3:16])[CH:18]=2)=[CH:3][CH:4]=[C:5]2[C:9]=1[N:8]([CH3:12])[C:7](=[O:13])[C:6]2([CH3:15])[CH3:14]. Procedure: Prepared in analogy to example 26 from 6-amino-7-fluoro-1,3,3-trimethylindolin-2-one (example 13d) and 2-methylisonicotinic acid. The title compound was obtained as light yellow crystals. RXN SMILES: [Cl:1][C:2]1[CH:3]=[C:4]([CH:16]=[CH:17][C:18]=1[N+:19]([O-])=O)[C:5]([NH:7][CH2:8][CH2:9][N:10]1[CH2:15][CH2:14][O:13][CH2:12][CH2:11]1)=[O:6].[Cl-].[NH4+].O>C(O)C.C(O)(=O)C.[Fe]>[NH2:19][C:18]1[CH:17]=[CH:16][C:4]([C:5]([NH:7][CH2:8][CH2:9][N:10]2[CH2:11][CH2:12][O:13][CH2:14][CH2:15]2)=[O:6])=[CH:3][C:2]=1[Cl:1] |f:1.2|. The reagents and catalysts are [Fe] (iron), C(C)(=O)O (acetic acid). Run in C(C)O (ethanol). Product: NC1=C(C=C(C(=O)NCCN2CCOCC2)C=C1)Cl (4-amino-3-chloro-N-(2-morpholin-4-ylethyl)benzamide). Procedure details: 3-chloro-N-(2-morpholin-4-ylethyl)-4-nitro-benzamide (Intermediate 53; 1.2 g, 3.82 mmol), iron powder (1.29 g, 22.95 mmol) and ammonium chloride (144 mg, 2.68 mmol) were heated in ethanol (27 mL) and water (9 mL at reflux for 1 h. A few drops of acetic acid were added and heating continued for a further 1 h. The reaction mixture was cooled, filtered and the filtrate concentrated. The residue was partitioned between DCM and sat NaHCO3. The organic layer was washed with brine, dried (MgSO4) and co... Run at time 1 hour. The reactants are O (water), ClC=1C=C(C(=O)NCCN2CCOCC2)C=CC1[N+](=O)[O-] (3-chloro-N-(2-morpholin-4-ylethyl)-4-nitro-benzamide), ClC=1C=C(C(=O)NCCN2CCOCC2)C=CC1[N+](=O)[O-] (3-chloro-N-(2-morpholin-4-ylethyl)-4-nitro-benzamide), [Cl-].[NH4+] (ammonium chloride).